From a dataset of the Open Reaction Database (ORD), a public repository of structured organic reaction records. describe an organic reaction: reactants, conditions, products, and yield Starting materials: C(CCCCCCCCCCCCC)O (n-tetradecanol), CCCCCC (hexane). Conditions: temperature 50 celsius, time 72 hour. The product is C1(=CC=CC=C1)[C@@H](C)O ((R)-(+)-1-phenylethanol). The yield is 87.0%. Reaction SMILES: [CH2:1]([OH:15])[CH2:2]CCCCCCCCCCCC.[CH3:16][CH2:17][CH2:18][CH2:19][CH2:20][CH3:21]>>[C:18]1([C@H:1]([OH:15])[CH3:2])[CH:17]=[CH:16][CH:21]=[CH:20][CH:19]=1. Procedure details: To the distillation residue were added 270 g of n-tetradecanol, 450 ml of hexane, and 10 g of Lipase OF. After regulating the particle size of the lipase by ultrasonication in the same manner as above, the mixture was stirred at 50° C. and 350 rpm for 72 hours to carry out interesterification. Hexane was evaporated under reduced pressure from the reaction mixture, and the residue was subjected to simple distillation at 90° C. and 3 mmHg to give highly pure (R)-(+)-1-phenylethanol in a free form ... The reactants are C1CCOC1, COC(=O)c1nn(Cc2ccc(OC)cc2)c2ccccc12, Cl, [Na+], [OH-]. Yields the product COc1ccc(Cn2nc(C(=O)O)c3ccccc32)cc1. RXN SMILES: [CH2:25]1[O:26][CH2:27][CH2:28][CH2:29]1.[CH3:1][O:2][c:3]1[cH:4][cH:5][c:6]([CH2:7][n:8]2[n:9][c:10]([C:17](=[O:18])[O:19][CH3:20])[c:11]3[cH:12][cH:13][cH:14][cH:15][c:16]23)[cH:21][cH:22]1.[ClH:30].[Na+:24].[OH-:23]>>[CH3:1][O:2][c:3]1[cH:4][cH:5][c:6]([CH2:7][n:8]2[n:9][c:10]([C:17](=[O:18])[OH:19])[c:11]3[cH:12][cH:13][cH:14][cH:15][c:16]23)[cH:21][cH:22]1. Reactants: N(=NC(=O)OCC)C(=O)OCC (Diethyl azodicarboxylate), C12C(NC(C2C1)=O)=O (3-azabicyclo[3.1.0]hexane-2,4-dione), C(CCCCCCO)O (1,7-heptanediol), C1(=CC=CC=C1)P(C1=CC=CC=C1)C1=CC=CC=C1 (triphenylphosphine). Run in O1CCCC1 (tetrahydrofuran). Reaction conditions: time 2 day. The product is OCCCCCCCN1C(C2CC2C1=O)=O (3-(7-Hydroxyhept-1-yl)-3-azabicyclo[3.1.0]hexane-2,4-dione). Reaction SMILES: N(C(OCC)=O)=NC(OCC)=O.[CH:13]12[CH2:18][CH:17]1[C:16](=[O:19])[NH:15][C:14]2=[O:20].[CH2:21](O)[CH2:22][CH2:23][CH2:24][CH2:25][CH2:26][CH2:27][OH:28].C1(P(C2C=CC=CC=2)C2C=CC=CC=2)C=CC=CC=1>O1CCCC1>[OH:28][CH2:27][CH2:26][CH2:25][CH2:24][CH2:23][CH2:22][CH2:21][N:15]1[C:16](=[O:19])[CH:17]2[CH:13]([CH2:18]2)[C:14]1=[O:20]. Procedure: Diethyl azodicarboxylate (0.94 g) was added to a mixture of 3-azabicyclo[3.1.0]hexane-2,4-dione (0.5 g), 1,7-heptanediol (2.46 g), triphenylphosphine (1.42 g) and 4 angstrom sieves (1.5 g) in dry tetrahydrofuran (10 ml) under a nitrogen atmosphere. The reaction mixture was stirred at room temperature for 2 days and was then filtered. The solids were washed with ethyl acetate (2×50 ml) and the combined filtrates were evaporated in vacuo. The residue was purified by chromatography on silica using ... Reactants: C(C1=CC=CC=C1)OC(N(C1=CN=C2N(C1=O)[C@@H](C[C@@]2(C)N=[N+]=[N-])C(=O)N(C2=CC=CC=C2)C(=O)OC(C)(C)C)CC=C)=O ((6S,8R)-allyl-[8-azido-6-(tert-butoxycarbonyl-phenyl-aminocarbonyl)-8-methyl-4-oxo-4,6,7,8-tetrahydro-pyrrolo[1,2-a]pyrimidin-3-yl]-carbamic acid benzyl ester), OO (H2O2), [O-]S(=O)[O-].[Na+].[Na+] (Na2SO3), [Li+].[OH-] (LiOH). Run in C1CCOC1.O (THF H2O). Reaction conditions: temperature 0 celsius, time 45 minute. The product is C(C=C)N(C1=CN=C2N(C1=O)[C@@H](C[C@@]2(C)N=[N+]=[N-])C(=O)O)C(=O)OCC2=CC=CC=C2 ((6S,8R)-3-(allyl-benzyloxycarbonyl-amino)-8-azido-8-methyl-4-oxo-4,6,7,8-tetrahydro-pyrrolo[1,2-a]pyrimidine-6-carboxylic acid). The yield is 80.1%. RXN SMILES: [CH2:1]([O:8][C:9](=[O:44])[N:10]([CH2:41][CH:42]=[CH2:43])[C:11]1[C:16](=O)[N:15]2[C@H:18]([C:25](N(C(OC(C)(C)C)=O)C3C=CC=CC=3)=[O:26])[CH2:19][C@:20]([N:22]=[N+:23]=[N-:24])([CH3:21])[C:14]2=[N:13][CH:12]=1)[C:2]1[CH:7]=[CH:6][CH:5]=[CH:4][CH:3]=1.OO.[Li+].[OH-:48].[O-:49]S([O-])=O.[Na+].[Na+]>C1COCC1.O>[CH2:41]([N:10]([C:9]([O:8][CH2:1][C:2]1[CH:7]=[CH:6][CH:5]=[CH:4][CH:3]=1)=[O:44])[C:11]1[C:16](=[O:48])[N:15]2[C@H:18]([C:25]([OH:49])=[O:26])[CH2:19][C@:20]([N:22]=[N+:23]=[N-:24])([CH3:21])[C:14]2=[N:13][CH:12]=1)[CH:42]=[CH2:43] |f:2.3,4.5.6,7.8|. Procedure: To a solution of 18e (480 mg, 0.800 mmol) in 10 mL THF/H2O (4:1) at 0° C., was added 30% H2O2 (1.28 mL, 11.3 mmol) and IN LiOH (1.28 mL, 1.28 mmol). The mixture was stirred at 0° C. of 45 min, then Na2SO3 (1.51 g, 12 mmol) was added. The mixture was stirred 30 min, then evaporated in vacuo. The residue was diluted with Et2O and extracted with 0.1 N NaOH (3×). The combined aqueous was acidified to pH 3 with conc. HCl, then was extracted with EtOAc (5×). The combined organic extract was washed wit... Reactants: OCCN1N=C(C=C1)C1=CN(C=2N=CN=C(C21)N[C@@H](C)C2=NN1C(C(N2C2=CC=CC=C2)=O)=C(C=C1)C)COCC[Si](C)(C)C ((S)-2-(1-((5-(1-(2-Hydroxyethyl)-1H-pyrazol-3-yl)-7-((2-(trimethylsilyl)ethoxy)methyl)-7H-pyrrolo[2,3-d]pyrimidin-4-yl)amino)ethyl)-5-methyl-3-phenylpyrrolo[2,1-f][1,2,4]triazin-4(3H)-one), FC(C(=O)O)(F)F (trifluoroacetic acid), N (ammonia). Product: OCCN1N=C(C=C1)C1=CNC=2N=CN=C(C21)N[C@@H](C)C2=NN1C(C(N2C2=CC=CC=C2)=O)=C(C=C1)C ((S)-2-(1-((5-(1-(2-Hydroxyethyl)-1H-pyrazol-3-yl)-7H-pyrrolo[2,3-d]pyrimidin-4-yl)amino)ethyl)-5-methyl-3-phenylpyrrolo[2,1-f][1,2,4]triazin-4(3H)-one). The yield is 96.1%. RXN SMILES: [OH:1][CH2:2][CH2:3][N:4]1[CH:8]=[CH:7][C:6]([C:9]2[C:17]3[C:16]([NH:18][C@H:19]([C:21]4[N:26]([C:27]5[CH:32]=[CH:31][CH:30]=[CH:29][CH:28]=5)[C:25](=[O:33])[C:24]5=[C:34]([CH3:37])[CH:35]=[CH:36][N:23]5[N:22]=4)[CH3:20])=[N:15][CH:14]=[N:13][C:12]=3[N:11](COCC[Si](C)(C)C)[CH:10]=2)=[N:5]1.FC(F)(F)C(O)=O.N>>[OH:1][CH2:2][CH2:3][N:4]1[CH:8]=[CH:7][C:6]([C:9]2[C:17]3[C:16]([NH:18][C@H:19]([C:21]4[N:26]([C:27]5[CH:32]=[CH:31][CH:30]=[CH:29][CH:28]=5)[C:25](=[O:33])[C:24]5=[C:34]([CH3:37])[CH:35]=[CH:36][N:23]5[N:22]=4)[CH3:20])=[N:15][CH:14]=[N:13][C:12]=3[NH:11][CH:10]=2)=[N:5]1. Procedure: (S)-2-(1-((5-(1-(2-Hydroxyethyl)-1H-pyrazol-3-yl)-7-((2-(trimethylsilyl)ethoxy)methyl)-7H-pyrrolo[2,3-d]pyrimidin-4-yl)amino)ethyl)-5-methyl-3-phenylpyrrolo[2,1-f][1,2,4]triazin-4(3H)-one (30 mg, 0.05 mmol) was treated with trifluoroacetic acid (1 ml, 13 mmol) and a solution of ammonia (7N in methanol, 2 ml, 14 mmol) according to the method described in Example 27 to give 23.8 mg (100% yield) of the title compound. Purity 98%.